This data is from the Open Reaction Database (ORD), a public repository of structured organic reaction records. The task is: describe an organic reaction: reactants, conditions, products, and yield Starting materials: C(C1=CC=CC=C1)OC=1C=C(C=CC1)N1C2=C(NC(CC1=O)=O)C=1CCCCC1C=C2 (5-(3-Benzyloxyphenyl)-8,9,10,11-tetrahydronaphtho[2,1-b][1,4]diazepine-2,4(3H,5H)-dione). Reagents/catalysts: [C].[Pd] (palladium-carbon). Solvent: O1CCCC1 (tetrahydrofuran), CO (methanol). Reaction conditions: time 6 hour. Product: OC=1C=C(C=CC1)N1C2=C(NC(CC1=O)=O)C=1CCCCC1C=C2 (5-(3-Hydroxyphenyl)-8,9,10,11-tetrahydronaphtho[2,1-b][1,4]diazepine-2,4(3H,5H)-dione), crystal. Yield: 66.0%. Reaction SMILES: C([O:8][C:9]1[CH:10]=[C:11]([N:15]2[C:21](=[O:22])[CH2:20][C:19](=[O:23])[NH:18][C:17]3[C:24]4[CH2:25][CH2:26][CH2:27][CH2:28][C:29]=4[CH:30]=[CH:31][C:16]2=3)[CH:12]=[CH:13][CH:14]=1)C1C=CC=CC=1>O1CCCC1.CO.[C].[Pd]>[OH:8][C:9]1[CH:10]=[C:11]([N:15]2[C:21](=[O:22])[CH2:20][C:19](=[O:23])[NH:18][C:17]3[C:24]4[CH2:25][CH2:26][CH2:27][CH2:28][C:29]=4[CH:30]=[CH:31][C:16]2=3)[CH:12]=[CH:13][CH:14]=1 |f:3.4|. Procedure: 5-(3-Benzyloxyphenyl)-8,9,10,11-tetrahydronaphtho[2,1-b][1,4]diazepine-2,4(3H,5H)-dione (58 mg, 0.14 mmol) was dissolved in tetrahydrofuran (3 mL)-methanol (3 mL). To the solution was added 10% palladium-carbon (6 mg). The mixture was stirred under hydrogen atmosphere at room temperature for 6 hours. Insoluble was removed by filtration. The filtrate was concentrated under reduced pressure. The residue was purified by silica gel column chromatography (chloroform/methanol=50/1) to give the titled ... Reactants: Cl, NO, [Na+], C1CCOC1, [OH-], O, CCOC(=O)CCCCCC(c1ccccc1)c1c(O)ccc2ccccc12. Yields the product O=C(CCCCCC(c1ccccc1)c1c(O)ccc2ccccc12)NO. Reaction SMILES: [ClH:1].[NH2:2][OH:3].[Na+:5].[O:35]1[CH2:36][CH2:37][CH2:38][CH2:39]1.[OH-:4].[OH2:34].[OH:6][c:7]1[c:8]([CH:17]([CH2:18][CH2:19][CH2:20][CH2:21][CH2:22][C:23](=[O:24])[O:25][CH2:26][CH3:27])[c:28]2[cH:29][cH:30][cH:31][cH:32][cH:33]2)[c:9]2[cH:10][cH:11][cH:12][cH:13][c:14]2[cH:15][cH:16]1>>[NH:2]([OH:3])[C:23]([CH2:22][CH2:21][CH2:20][CH2:19][CH2:18][CH:17]([c:8]1[c:7]([OH:6])[cH:16][cH:15][c:14]2[c:9]1[cH:10][cH:11][cH:12][cH:13]2)[c:28]1[cH:29][cH:30][cH:31][cH:32][cH:33]1)=[O:24]. Starting materials: C(=O)C=1C=C(C(=O)OC)C=CC1 (methyl 3-formylbenzoate), NC1=C(C=CC(=N1)N1C[C@@H](CCC1)C(=O)N1CCCC1)[N+](=O)[O-] ((R)-(1-(6-amino-5-nitropyridin-2-yl)piperidin-3-yl)(pyrrolidin-1-yl)methanone), S(=O)(=O)([O-])S(=O)(=O)[O-].[Na+].[Na+] (Sodium dithionate), O (water). Run in C(C)O (ethanol), C(C)N(CC)CC (triethylamine). Conditions: temperature 110 celsius, time 18 hour. The product is N1(CCCC1)C(=O)[C@H]1CN(CCC1)C1=CC=C2C(=N1)NC(=N2)C=2C=C(C(=O)OC)C=CC2 ((R)-Methyl 3-(5-(3-(pyrrolidine-1-carbonyl)piperidin-1-yl)-3H-imidazo[4,5-b]pyridin-2-yl)benzoate). Reaction SMILES: [CH:1]([C:3]1[CH:4]=[C:5]([CH:10]=[CH:11][CH:12]=1)[C:6]([O:8][CH3:9])=[O:7])=O.[NH2:13][C:14]1[N:19]=[C:18]([N:20]2[CH2:25][CH2:24][CH2:23][C@@H:22]([C:26]([N:28]3[CH2:32][CH2:31][CH2:30][CH2:29]3)=[O:27])[CH2:21]2)[CH:17]=[CH:16][C:15]=1[N+:33]([O-])=O.S(S([O-])(=O)=O)([O-])(=O)=O.[Na+].[Na+].O>C(O)C.C(N(CC)CC)C>[N:28]1([C:26]([C@@H:22]2[CH2:23][CH2:24][CH2:25][N:20]([C:18]3[N:19]=[C:14]4[NH:13][C:1]([C:3]5[CH:4]=[C:5]([CH:10]=[CH:11][CH:12]=5)[C:6]([O:8][CH3:9])=[O:7])=[N:33][C:15]4=[CH:16][CH:17]=3)[CH2:21]2)=[O:27])[CH2:32][CH2:31][CH2:30][CH2:29]1 |f:2.3.4|. Reported procedure: Into a vial was added methyl 3-formylbenzoate (102 mg, 0.6 mmol) and a solution of (R)-(1-(6-amino-5-nitropyridin-2-yl)piperidin-3-yl)(pyrrolidin-1-yl)methanone (140 mg, 0.4 mmol) in ethanol (1.5 mL). Sodium dithionate (388 mg, 2.2 mmol) and water (0.5 mL) were added. The vial was sealed and the solution was stirred 110° C. for 18 h. The solution was cooled to room temperature and triethylamine (0.1 mL) was added. The solution was stirred at 100° C. for 18 h. An aliquot of 0.8 mL was removed and... Starting materials: ClC1=CC=C(C=C1)C(C=1C=C(SC1C1=NN(C=N1)C1OCCCC1)[B-](F)(F)F)O.[K+] (potassium (4-((4-chlorophenyl)(hydroxy)methyl)-5-(1-(tetrahydro-2H-pyran-2-yl)-1H-1,2,4-triazol-3-yl)thiophen-2-yl)trifluoroborate), BrC1=CC(=NC=C1)C#N (4-bromo-pyridine-2-carbonitrile), C1(CCCCC1)P(C1=C(C=CC=C1)C1=C(C=CC=C1OCCC)OCCC)C1CCCCC1 (2-dicyclohexylphosphino-2′,6′-di-1-propoxy-1,1′-biphenyl), C([O-])([O-])=O.[Na+].[Na+] (sodium carbonate), C(C)O (ethanol), O1CCOCC1 (1,4-dioxane), C(C)(C)(C)O (tert-butyl alcohol), Cl (HCl), O1CCOCC1 (dioxane). Reagents/catalysts: C(C)(=O)[O-].[Pd+2].C(C)(=O)[O-] (palladium acetate). Conditions: temperature 85 celsius. Product: ClC1=CC=C(C=C1)C(C=1C=C(SC1C1=NN=CN1)C1=CC(=NC=C1)C#N)O (4-(4-((4-chlorophenyl)(hydroxy)methyl)-5-(4H-1,2,4-triazol-3-yl)thiophen-2-yl)picolinonitrile). Isolated yield 11.4%. Reaction SMILES: [Cl:1][C:2]1[CH:7]=[CH:6][C:5]([CH:8]([OH:29])[C:9]2[CH:10]=[C:11]([B-](F)(F)F)[S:12][C:13]=2[C:14]2[N:18]=[CH:17][N:16](C3CCCCO3)[N:15]=2)=[CH:4][CH:3]=1.[K+].Br[C:32]1[CH:37]=[CH:36][N:35]=[C:34]([C:38]#[N:39])[CH:33]=1.C1(P(C2CCCCC2)C2C=CC=CC=2C2C(OCCC)=CC=CC=2OCCC)CCCCC1.C(=O)([O-])[O-].[Na+].[Na+].C(O)C.O1CCOCC1.C(O)(C)(C)C.Cl>C([O-])(=O)C.[Pd+2].C([O-])(=O)C>[Cl:1][C:2]1[CH:3]=[CH:4][C:5]([CH:8]([OH:29])[C:9]2[CH:10]=[C:11]([C:32]3[CH:37]=[CH:36][N:35]=[C:34]([C:38]#[N:39])[CH:33]=3)[S:12][C:13]=2[C:14]2[NH:18][CH:17]=[N:16][N:15]=2)=[CH:6][CH:7]=1 |f:0.1,4.5.6,11.12.13|. Procedure details: A mixture of potassium (4-((4-chlorophenyl)(hydroxy)methyl)-5-(1-(tetrahydro-2H-pyran-2-yl)-1H-1,2,4-triazol-3-yl)thiophen-2-yl)trifluoroborate (0.133 g, 0.276 mmol), 4-bromo-pyridine-2-carbonitrile (60.6 mg, 0.331 mmol), 2-dicyclohexylphosphino-2′,6′-di-1-propoxy-1,1′-biphenyl (24.8 mg, 0.0533 mmol), palladium acetate (4.6 mg, 0.020 mmol) and sodium carbonate (77 mg, 0.73 mmol) in ethanol (6.2 mL, 110 mmol) was degassed with argon and then heated at 85° C. for 13 h. The mixture was absorbed on ...